describe an organic reaction: reactants, conditions, products, and yield From a dataset of the Open Reaction Database (ORD), a public repository of structured organic reaction records. Reactants: Cl.NC1=NC(N(C(=N1)N)O)(C)C (4,6-diamino-1,2-dihydro-1-hydroxy-2,2-dimethyl-1,3,5-triazine hydrochloride). The solvent is O (water), O (water). The product is NC1=NC(N(C(=N1)N)O)(C)C (4,6-diamino-1,2-dihydro-1-hydroxy-2,2-dimethyl-1,3,5-triazine). Isolated yield 97.6%. As a reaction SMILES: Cl.[NH2:2][C:3]1[N:8]=[C:7]([NH2:9])[N:6]([OH:10])[C:5]([CH3:12])([CH3:11])[N:4]=1>O>[NH2:2][C:3]1[N:8]=[C:7]([NH2:9])[N:6]([OH:10])[C:5]([CH3:12])([CH3:11])[N:4]=1 |f:0.1|. Reported procedure: This compound was prepared in a manner analogous to that of Example 2, using 47.9 grams (0.247 mole) of 4,6-diamino-1,2-dihydro-1-hydroxy-2,2-dimethyl-1,3,5-triazine hydrochloride in 100 ml of water and a 3.5 cm - diameter column containing 350 ml of a strongly basic gel-type ion-exchange resin. An additional 500 ml of water was passed through the column to remove the maximum amount of product. The combined eluants were concentrated under reduced pressure, yielding 37.9 grams of 4,6-diamino-1,2-... Reactants: [N+](=O)([O-])C=1C=C(C2=CC=CC=C2C1)C(=O)O (3-Nitro-1-naphthoic acid). Reagents/catalysts: [Pd] (Pd/C). The solvent is CO (MeOH). Run at time 5 hour. Product: NC=1C=C(C2=CC=CC=C2C1)C(=O)O (3-amino-1-naphthoic acid). Isolated yield 95.5%. RXN SMILES: [N+:1]([C:4]1[CH:5]=[C:6]([C:14]([OH:16])=[O:15])[C:7]2[C:12]([CH:13]=1)=[CH:11][CH:10]=[CH:9][CH:8]=2)([O-])=O>CO.[Pd]>[NH2:1][C:4]1[CH:5]=[C:6]([C:14]([OH:16])=[O:15])[C:7]2[C:12]([CH:13]=1)=[CH:11][CH:10]=[CH:9][CH:8]=2. Reported procedure: 3-Nitro-1-naphthoic acid (1.77 g, 0.008 mole) was dissolved in a minimum of warm MeOH. 10% Pd/C (300 mg) was added and the reaction shaken on a Parr shaker under 50 psi H2 for 5 hours. The catalyst was filtered through celite and the solvent was removed under vacuum. The residue was dried to yield 3-amino-1-naphthoic acid (1.43 g) as a pink colored solid. Reactants: N1=NNC(C2=C1C1=C([Se]2)CCCC1)=O (6,7,8,9-tetrahydro-3H-benzo[1,2-b]1,2,3-triazino[4,5-d]selenophen-4-one), C([O-])([O-])=O.[K+].[K+] (potassium carbonate), IC (iodomethane). Run in CC(=O)C (acetone). Yields the product CN1N=NC=2C3=C([Se]C2C1=O)CCCC3 (3-Methyl-6,7,8,9-tetrahydrobenzo[1,2-b]1,2,3-triazino[4,5-d]selenophen-4-one). The yield is 72.0%. Reaction SMILES: [N:1]1[C:6]2[C:7]3[CH2:13][CH2:12][CH2:11][CH2:10][C:8]=3[Se:9][C:5]=2[C:4](=[O:14])[NH:3][N:2]=1.[C:15](=O)([O-])[O-].[K+].[K+].IC>CC(C)=O>[CH3:15][N:3]1[C:4](=[O:14])[C:5]2[Se:9][C:8]3[CH2:10][CH2:11][CH2:12][CH2:13][C:7]=3[C:6]=2[N:1]=[N:2]1 |f:1.2.3|. Procedure details: To a solution of 6,7,8,9-tetrahydro-3H-benzo[1,2-b]1,2,3-triazino[4,5-d]selenophen-4-one (450 mg, 1.76 mmol) in acetone (50 mL) was added sequentially potassium carbonate (480 mg, 3.52 mmol), iodomethane (0.13 mL, 2.11 mmol) and a catalytic amount of PEG-400 was added and stirred at rt and the mixture was stirred at rt for 16 h. The solution was filtered and the solids were washed with acetone. Acetone was evaporated under reduced pressure and the residue was chromatographed over silica gel colu... The reactants are N(=NC(=O)OC(C)(C)C)C(=O)OC(C)(C)C (Di-tert-butyl azodicarboxylate), ClC1=C(NC2=NC=NC3=CC(=CC(=C23)O)OC)C=C(C=C1)OC (4-(2-chloro-5-methoxyanilino)-5-hydroxy-7-methoxyquinazoline), OCCCN1CCOCC1 (4-(3-hydroxypropyl)morpholine), C1(=CC=CC=C1)P(C1=CC=CC=C1)C1=CC=CC=C1 (triphenylphosphine). Solvent: C(Cl)Cl (methylene chloride). Run at time 1 hour. The product is ClC1=C(NC2=NC=NC3=CC(=CC(=C23)OCCCN2CCOCC2)OC)C=C(C=C1)OC (4-(2-chloro-5-methoxyanilino)-7-methoxy-5-(3-morpholinopropoxy)-quinazoline). Isolated yield 43.4%. Reaction SMILES: N(C(OC(C)(C)C)=O)=NC(OC(C)(C)C)=O.[Cl:17][C:18]1[CH:37]=[CH:36][C:35]([O:38][CH3:39])=[CH:34][C:19]=1[NH:20][C:21]1[C:30]2[C:25](=[CH:26][C:27]([O:32][CH3:33])=[CH:28][C:29]=2[OH:31])[N:24]=[CH:23][N:22]=1.O[CH2:41][CH2:42][CH2:43][N:44]1[CH2:49][CH2:48][O:47][CH2:46][CH2:45]1.C1(P(C2C=CC=CC=2)C2C=CC=CC=2)C=CC=CC=1>C(Cl)Cl>[Cl:17][C:18]1[CH:37]=[CH:36][C:35]([O:38][CH3:39])=[CH:34][C:19]=1[NH:20][C:21]1[C:30]2[C:25](=[CH:26][C:27]([O:32][CH3:33])=[CH:28][C:29]=2[O:31][CH2:41][CH2:42][CH2:43][N:44]2[CH2:49][CH2:48][O:47][CH2:46][CH2:45]2)[N:24]=[CH:23][N:22]=1. Reported procedure: Di-tert-butyl azodicarboxylate (0.208 g) was added dropwise to a stirred mixture of 4-(2-chloro-5-methoxyanilino)-5-hydroxy-7-methoxyquinazoline (0.2 g), 4-(3-hydroxypropyl)morpholine (Bull. Soc. Chim. Fr., 1962, 1117; 0.131 g), triphenylphosphine (0.237 g) and methylene chloride (3 ml). The reaction mixture was stirred at ambient temperature for 1 hour. The mixture was evaporated and the residue was purified by column chromatography on silica using a 99:1 mixture of methylene chloride and a sat... The product is CC1=C2C=C(NC2=CC2=C1SC1=C2C=CC=C1)C(=O)O (4-Methyl-1H-[1]benzothieno[2,3-f]indole-2-carboxylic acid). Procedure: Ethyl 4-methyl-1H-[1]benzothieno[2,3-f]indole-2-carboxylate (1.0 g, 3.2 mmol) was suspended in a mixture of methanol (110 ml) and water (30 ml). Casium carbonate (10 g) was added and the mixture was heated at reflux under nitrogen for 2 h. The solution was allowed to cool to room temperature, and the methanol was removed in vacuo. The solution was acidified with 0.1 Molar Hydrochloric acid and the resulting yellow precipitate was collected by fitration and washed with water. The wet precipitate ... The reactants are CC1=C2C=C(NC2=CC2=C1SC1=C2C=CC=C1)C(=O)OCC (Ethyl 4-methyl-1H-[1]benzothieno[2,3-f]indole-2-carboxylate), Casium carbonate. Reaction SMILES: [CH3:1][C:2]1[C:10]2[S:11][C:12]3[CH:17]=[CH:16][CH:15]=[CH:14][C:13]=3[C:9]=2[CH:8]=[C:7]2[C:3]=1[CH:4]=[C:5]([C:18]([O:20]CC)=[O:19])[NH:6]2>CO.O>[CH3:1][C:2]1[C:10]2[S:11][C:12]3[CH:17]=[CH:16][CH:15]=[CH:14][C:13]=3[C:9]=2[CH:8]=[C:7]2[C:3]=1[CH:4]=[C:5]([C:18]([OH:20])=[O:19])[NH:6]2. Run in CO (methanol), O (water). Reactants: COc1ccc2nccc(-n3cc4c(n3)CCC(N)C4)c2n1, CCOC(C)=O, O=C(CCl)Nc1cc(F)cc(F)c1, [I-], [K+], [K+], [Na+], O=C([O-])[O-], CN(C)C=O. Product: COc1ccc2nccc(-n3cc4c(n3)CCC(NCC(=O)Nc3cc(F)cc(F)c3)C4)c2n1. RXN SMILES: [CH3:1][O:2][c:3]1[n:4][c:5]2[c:6](-[n:13]3[n:14][c:15]4[c:20]([cH:21]3)[CH2:19][CH:18]([NH2:22])[CH2:17][CH2:16]4)[cH:7][cH:8][n:9][c:10]2[cH:11][cH:12]1.[CH3:49][CH2:50][O:51][C:52]([CH3:53])=[O:54].[Cl:29][CH2:30][C:31](=[O:32])[NH:33][c:34]1[cH:35][c:36]([F:41])[cH:37][c:38]([F:40])[cH:39]1.[I-:42].[K+:23].[K+:24].[Na+:43].[O-:25][C:26]([O-:27])=[O:28].[O:44]=[CH:45][N:46]([CH3:47])[CH3:48]>>[CH3:1][O:2][c:3]1[n:4][c:5]2[c:6](-[n:13]3[n:14][c:15]4[c:20]([cH:21]3)[CH2:19][CH:18]([NH:22][CH2:30][C:31](=[O:32])[NH:33][c:34]3[cH:35][c:36]([F:41])[cH:37][c:38]([F:40])[cH:39]3)[CH2:17][CH2:16]4)[cH:7][cH:8][n:9][c:10]2[cH:11][cH:12]1. Reactants: [H-].[Na+] (Sodium hydride), NC1=NC=CC=C1 (2-aminopyridine), FC1=C(C=CC(=C1)F)[N+](=O)[O-] (2,4-difluoronitrobenzene). Run in C1CCOC1 (THF), C1CCOC1 (THF). Reaction conditions: temperature 0 celsius, time 10 minute. Yields the product FC=1C=CC(=C(C1)NC1=NC=CC=C1)[N+](=O)[O-] ((5-fluoro-2-nitrophenyl)pyridin-2-yl-amine). Isolated yield 94.0%. RXN SMILES: [H-].[Na+].[NH2:3][C:4]1[CH:9]=[CH:8][CH:7]=[CH:6][N:5]=1.F[C:11]1[CH:16]=[C:15]([F:17])[CH:14]=[CH:13][C:12]=1[N+:18]([O-:20])=[O:19]>C1COCC1>[F:17][C:15]1[CH:14]=[CH:13][C:12]([N+:18]([O-:20])=[O:19])=[C:11]([NH:3][C:4]2[CH:9]=[CH:8][CH:7]=[CH:6][N:5]=2)[CH:16]=1 |f:0.1|. Procedure details: Prep 2: Sodium hydride (48.6 g, 60% by wt, 1.22 mol) was added piecewise to a solution of 2-aminopyridine (57.2 g, 0.61 mol) in THF (400 mL) at 0° C. at such a rate that T≦18° C. The reaction mixture was stirred at 0° C. for 10 min. then added via cannula to a solution of 2,4-difluoronitrobenzene in THF (350 mL) at −20° C. at such a rate that T≦10° C. The reaction was stirred at −40° C. for 1 h then allowed to warm to RT. As the reaction reached RT the temperature rose rapidly to 35° C. and effe...